From a dataset of the Open Reaction Database (ORD), a public repository of structured organic reaction records. describe an organic reaction: reactants, conditions, products, and yield Starting materials: CCO, Clc1csc2ncnc(Cl)c12, NN, O. The product is NNc1ncnc2scc(Cl)c12. Reaction SMILES: [CH3:15][CH2:16][OH:17].[Cl:1][c:2]1[cH:3][s:4][c:5]2[n:6][cH:7][n:8][c:9]([Cl:11])[c:10]12.[NH2:13][NH2:14].[OH2:12]>>[Cl:1][c:2]1[cH:3][s:4][c:5]2[n:6][cH:7][n:8][c:9]([NH:13][NH2:14])[c:10]12. Reactants: N1=CC(=CC=C1)C(C=O)C (pyridin-3-yl propionaldehyde), C(C)(C)(C)OC(NC(CCC1=C(C=CC=C1)Cl)C(=O)N1CCC(CC1)C)=O (tert-butyl{3-(2-chlorophenyl)-1-[(4-methylpiperidin-1-yl)carbonyl]propyl}carbamate), ClC1=C(C=CC=C1)C=CC=O (3-(2-chlorophenyl)propenal). The product is C(C)(C)(C)OC(NC(CCC=1C=NC=CC1)C(=O)N1CCC(CC1)C)=O (tert-Butyl{1-[(4-methylpiperidin-1-yl)carbonyl]-3-pyridin-3-ylpropyl}carbamate). RXN SMILES: [N:1]1[CH:6]=[CH:5][CH:4]=[C:3]([CH:7]([CH3:10])C=O)[CH:2]=1.[C:11]([O:15][C:16](=[O:37])[NH:17][CH:18]([C:28]([N:30]1[CH2:35][CH2:34][CH:33]([CH3:36])[CH2:32][CH2:31]1)=[O:29])CCC1C=CC=CC=1Cl)([CH3:14])([CH3:13])[CH3:12].ClC1C=CC=CC=1C=CC=O>>[C:11]([O:15][C:16](=[O:37])[NH:17][CH:18]([C:28]([N:30]1[CH2:35][CH2:34][CH:33]([CH3:36])[CH2:32][CH2:31]1)=[O:29])[CH2:10][CH2:7][C:3]1[CH:2]=[N:1][CH:6]=[CH:5][CH:4]=1)([CH3:14])([CH3:12])[CH3:13]. Reported procedure: tert-Butyl{1-[(4-methylpiperidin-1-yl)carbonyl]-3-pyridin-3-ylpropyl}carbamate is prepared from pyridin-3-yl propionaldehyde (Kitbunnadaj, R. et al. J. Med. Chem, 2004, 47, 2414-2417) in the same manner that tert-butyl{3-(2-chlorophenyl)-1-[(4-methylpiperidin-1-yl)carbonyl]propyl}carbamate is prepared from 3-(2-chlorophenyl)propenal in Example 5.